From a dataset of the Open Reaction Database (ORD), a public repository of structured organic reaction records. describe an organic reaction: reactants, conditions, products, and yield Reactants: C(C)(C)(C)O (t-butanol), N1=CC=CC=C1 (pyridine), ClC(C(=O)Cl)C1=C(C=C(C=C1)Cl)Cl (α-chloro-α-(2,4-dichlorophenyl)-acetyl chloride). Solvent: ClCCl (dichloromethane), ClCCl (dichloromethane), ClCCl (dichloromethane). The product is C(C)(C)(C)OC(C(C1=C(C=C(C=C1)Cl)Cl)Cl)=O (α-chloro-α-(2,4-dichlorophenyl)-acetic acid t-butyl ester). Isolated yield 82.6%. Reaction SMILES: [C:1]([OH:5])([CH3:4])([CH3:3])[CH3:2].N1C=CC=CC=1.[Cl:12][CH:13]([C:17]1[CH:22]=[CH:21][C:20]([Cl:23])=[CH:19][C:18]=1[Cl:24])[C:14](Cl)=[O:15]>ClCCl>[C:1]([O:5][C:14](=[O:15])[CH:13]([Cl:12])[C:17]1[CH:22]=[CH:21][C:20]([Cl:23])=[CH:19][C:18]=1[Cl:24])([CH3:4])([CH3:3])[CH3:2]. Procedure: While stirring and with ice cooling, a solution of 17.6 g of t-butanol and 19.2 ml of pyridine in 60 ml of dichloromethane is dripped into a solution, cooled at 5° C., of 62 g of α-chloro-α-(2,4-dichlorophenyl)-acetyl chloride in 60 ml of dichloromethane in such a manner that the temperature of the reaction mixture stays below 10° C. After all the solution has been dripped in, the mixture is stirred overnight at room temperature, is then diluted with 100 ml of dichloromethane and extracted 5 tim... Reactants: N#Cc1ccc(-c2ncccc2C(F)(F)F)nc1Cl, [K+], [K+], O=C([O-])[O-], C1COCCO1, O, c1ccc(P(c2ccccc2)(c2ccccc2)[Pd](P(c2ccccc2)(c2ccccc2)c2ccccc2)(P(c2ccccc2)(c2ccccc2)c2ccccc2)P(c2ccccc2)(c2ccccc2)c2ccccc2)cc1. Reaction SMILES: [Cl:1][c:2]1[c:3]([C:18]#[N:19])[cH:4][cH:5][c:6](-[c:8]2[n:9][cH:10][cH:11][cH:12][c:13]2[C:14]([F:15])([F:16])[F:17])[n:7]1.[K+:20].[K+:21].[O-:22][C:23]([O-:24])=[O:25].[O:26]1[CH2:27][CH2:28][O:29][CH2:30][CH2:31]1.[OH2:109].[cH:32]1[cH:33][cH:34][c:35]([P:36]([Pd:37]([P:38]([c:39]2[cH:40][cH:41][cH:42][cH:43][cH:44]2)([c:45]2[cH:46][cH:47][cH:48][cH:49][cH:50]2)[c:51]2[cH:52][cH:53][cH:54][cH:55][cH:56]2)([P:57]([c:58]2[cH:59][cH:60][cH:61][cH:62][cH:63]2)([c:64]2[cH:65][cH:66][cH:67][cH:68][cH:69]2)[c:70]2[cH:71][cH:72][cH:73][cH:74][cH:75]2)[P:76]([c:77]2[cH:78][cH:79][cH:80][cH:81][cH:82]2)([c:83]2[cH:84][cH:85][cH:86][cH:87][cH:88]2)[c:89]2[cH:90][cH:91][cH:92][cH:93][cH:94]2)([c:95]2[cH:96][cH:97][cH:98][cH:99][cH:100]2)[c:101]2[cH:102][cH:103][cH:104][cH:105][cH:106]2)[cH:107][cH:108]1>>[c:2]1([CH3:23])[c:3]([C:18]#[N:19])[cH:4][cH:5][c:6](-[c:8]2[n:9][cH:10][cH:11][cH:12][c:13]2[C:14]([F:15])([F:16])[F:17])[n:7]1. Yields the product Cc1nc(-c2ncccc2C(F)(F)F)ccc1C#N. Reactants: IC=1C=C(C(=O)O)C=CC1 (3-Iodobenzoic acid), C(C)N(C(C)C)C(C)C (N-ethyl-N-isopropylpropan-2-amine), C1(CC1)N (cyclopropylamine). Yields the product C1(CC1)NC(C1=CC(=CC=C1)I)=O (N-Cyclopropyl-3-iodobenzamide). Reaction SMILES: [I:1][C:2]1[CH:3]=[C:4]([CH:8]=[CH:9][CH:10]=1)[C:5]([OH:7])=O.C([N:13]([CH:17]([CH3:19])[CH3:18])C(C)C)C.C1(N)CC1>S(Cl)(Cl)=O.O1CCOCC1.C(OCC)(=O)C>[CH:17]1([NH:13][C:5](=[O:7])[C:4]2[CH:8]=[CH:9][CH:10]=[C:2]([I:1])[CH:3]=2)[CH2:19][CH2:18]1. Reaction conditions: temperature 70 celsius, time 1 hour. Procedure details: 3-Iodobenzoic acid (4.79 g, 19.3 mmol) was suspended in thionyl chloride (19.3 mL) and stirred for 1 h at 70° C. before it was conc. and azeotropically dried with toluene. The reaction mixture was dissolved in dioxane (19.3 mL) before N-ethyl-N-isopropylpropan-2-amine (13.5 mL, 77.3 mmol) and cyclopropylamine (6.77 mL, 96.6 mmol) were added and stirred for 16 h at ambient temperature. The reaction mixture was diluted with 75 mL of ethyl acetate, added to a separation funnel, partitioned with sod... The solvent is S(=O)(Cl)Cl (thionyl chloride), O1CCOCC1 (dioxane), C(C)(=O)OCC (ethyl acetate).